This data is from the Open Reaction Database (ORD), a public repository of structured organic reaction records. The task is: describe an organic reaction: reactants, conditions, products, and yield Reactants: C(C)(C)NC(C)C (diisopropylamine), C(CCC)[Li] (n-butyl lithium), C(CCC)[Li] (n-butyllithium), P(=O)(OCC)(OCC)Cl (diethyl chlorophosphate), CC1(CCOC2=CC=C(C=C12)C(C)=O)C (4,4-dimethyl-6-acetylchroman), CC1(CCOC2=CC=C(C=C12)C(C)=O)C (4,4-dimethyl-6-acetylchroman), C(C)(C)[N-]C(C)C.[Li+] (lithium diisopropyl amide). The solvent is O1CCCC1 (tetrahydrofuran), CCCCCC (hexane), O1CCCC1 (tetrahydrofuran). Conditions: temperature 78 celsius, time 1 hour. The product is CC1(CCOC2=CC=C(C=C12)C#C)C (4,4-Dimethyl-6-ethynylchroman). Reaction SMILES: C(NC(C)C)(C)C.C([Li])CCC.[CH3:13][C:14]1([CH3:27])[C:23]2[C:18](=[CH:19][CH:20]=[C:21]([C:24](=O)[CH3:25])[CH:22]=2)[O:17][CH2:16][CH2:15]1.P(Cl)(OCC)(OCC)=O.C([N-]C(C)C)(C)C.[Li+]>O1CCCC1.CCCCCC>[CH3:13][C:14]1([CH3:27])[C:23]2[C:18](=[CH:19][CH:20]=[C:21]([C:24]#[CH:25])[CH:22]=2)[O:17][CH2:16][CH2:15]1 |f:4.5|. Procedure: To a solution of 2.47 g (24.41 mmol) of diisopropylamine in 40 ml dry tetrahydrofuran under argon at 31 78 degrees C was added dropwise 15.2 ml of 1.6M (24.32 mmol) n-butyl lithium in hexane. This mixture was stirred at 31 78 degrees C. for 1 hour and then treated dropwise with a solution of 4.98 g (24.38 mmol) of 4,4-dimethyl-6-acetylchroman (Compound 77) in 1 ml dry of tetrahydrofuran. After stirring at 31 78 degrees C. for 1 hour, the solution was treated with 4.2 g (24.36 mmol) of diethyl ch... The reactants are CC(C)C(=O)NC1CCc2[nH]c3ccc(Br)cc3c2C1, CCOC(C)=O, N#C[Cu], [Cu]I, [Cu], O. Yields the product CC(C)C(=O)NC1CCc2[nH]c3ccc(C#N)cc3c2C1. As a reaction SMILES: [Br:1][c:2]1[cH:3][c:4]2[c:5]3[c:10]([nH:11][c:12]2[cH:13][cH:14]1)[CH2:9][CH2:8][CH:7]([NH:15][C:16]([CH:17]([CH3:18])[CH3:19])=[O:20])[CH2:6]3.[CH3:25][CH2:26][O:27][C:28]([CH3:29])=[O:30].[Cu:21][C:22]#[N:23].[Cu:31][I:32].[Cu:33].[OH2:24]>>[c:2]1([C:22]#[N:23])[cH:3][c:4]2[c:5]3[c:10]([nH:11][c:12]2[cH:13][cH:14]1)[CH2:9][CH2:8][CH:7]([NH:15][C:16]([CH:17]([CH3:18])[CH3:19])=[O:20])[CH2:6]3.